This data is from the Open Reaction Database (ORD), a public repository of structured organic reaction records. The task is: describe an organic reaction: reactants, conditions, products, and yield Starting materials: C1CCOC1, C=CCN(C)CC(C)O, Cc1ccc(Oc2ccc(Nc3ncnc4cccc(F)c34)cc2C)cn1, [H-], [Na+]. Yields the product C=CCN(C)CC(C)Oc1cccc2ncnc(Nc3ccc(Oc4ccc(C)nc4)c(C)c3)c12. Reaction SMILES: [CH2:39]1[O:40][CH2:41][CH2:42][CH2:43]1.[CH2:3]([CH:4]=[CH2:5])[N:6]([CH2:7][CH:8]([CH3:9])[OH:10])[CH3:11].[F:12][c:13]1[c:14]2[c:15]([NH:23][c:24]3[cH:25][c:26]([CH3:38])[c:27]([O:30][c:31]4[cH:32][n:33][c:34]([CH3:37])[cH:35][cH:36]4)[cH:28][cH:29]3)[n:16][cH:17][n:18][c:19]2[cH:20][cH:21][cH:22]1.[H-:1].[Na+:2]>>[CH2:3]([CH:4]=[CH2:5])[N:6]([CH2:7][CH:8]([CH3:9])[O:10][c:13]1[c:14]2[c:15]([NH:23][c:24]3[cH:25][c:26]([CH3:38])[c:27]([O:30][c:31]4[cH:32][n:33][c:34]([CH3:37])[cH:35][cH:36]4)[cH:28][cH:29]3)[n:16][cH:17][n:18][c:19]2[cH:20][cH:21][cH:22]1)[CH3:11].